describe an organic reaction: reactants, conditions, products, and yield From a dataset of the Open Reaction Database (ORD), a public repository of structured organic reaction records. Starting materials: C1(CCCCC1)N=C=NC1CCCCC1 (dicyclohexylcarbodiimide), FC=1C=C(C(=O)O)C=C(C1F)F (3,4,5-trifluorobenzoic acid), C(C)[C@@H]1CC[C@H](CC1)C1=CC=C(C=C1)O (4-(trans-4-ethylcyclohexyl)phenol), 4-N,N-dimethylaminopyridine. Run in ClCCl (dichloromethane). Yields the product FC=1C=C(C(=O)OC2=CC=C(C=C2)[C@@H]2CC[C@H](CC2)CC)C=C(C1F)F (4-(Trans-4-ethylcyclohexyl)phenyl 3,4,5-trifluorobenzoate). Yield: 75.1%. As a reaction SMILES: C1(N=C=NC2CCCCC2)CCCCC1.[F:16][C:17]1[CH:18]=[C:19]([CH:23]=[C:24]([F:27])[C:25]=1[F:26])[C:20]([OH:22])=[O:21].[CH2:28]([C@H:30]1[CH2:35][CH2:34][C@H:33]([C:36]2[CH:41]=[CH:40][C:39](O)=[CH:38][CH:37]=2)[CH2:32][CH2:31]1)[CH3:29]>ClCCl>[F:16][C:17]1[CH:18]=[C:19]([CH:23]=[C:24]([F:27])[C:25]=1[F:26])[C:20]([O:22][C:39]1[CH:38]=[CH:37][C:36]([C@H:33]2[CH2:34][CH2:35][C@H:30]([CH2:28][CH3:29])[CH2:31][CH2:32]2)=[CH:41][CH:40]=1)=[O:21]. Procedure: 1.03 g (5.00 mmol) of dicyclohexylcarbodiimide, 0.88 g (5.00 mmol) of 3,4,5-trifluorobenzoic acid and 1.02 g (5.00 mmol) of 4-(trans-4-ethylcyclohexyl)phenol are stirred at room temperature for 6 hours with 10 mg of 4-N,N-dimethylaminopyridine in 30 ml of dichloromethane. Filtration, evaporation of the solvent and purification by chromatography (silica gel/hexane) give 1.36 g of product. ##STR21## Phase sequence: X 90 (59) N (72) I The reactants are CCCCCCCCCCCCCC(=O)OC, CO, NN. Yields the product CCCCCCCCCCCCCC(=O)NN. RXN SMILES: [C:3]([CH2:4][CH2:5][CH2:6][CH2:7][CH2:8][CH2:9][CH2:10][CH2:11][CH2:12][CH2:13][CH2:14][CH2:15][CH3:16])([O:18][CH3:17])=[O:19].[CH3:20][OH:21].[NH2:1][NH2:2]>>[NH:1]([NH2:2])[C:3]([CH2:4][CH2:5][CH2:6][CH2:7][CH2:8][CH2:9][CH2:10][CH2:11][CH2:12][CH2:13][CH2:14][CH2:15][CH3:16])=[O:18].